Dataset: the Open Reaction Database (ORD), a public repository of structured organic reaction records. Task: describe an organic reaction: reactants, conditions, products, and yield Starting materials: C(#N)C1=CC=2C3=C(N(C2C=N1)COCC[Si](C)(C)C)N=CC=C3N3C[C@H](CC3)N(C(OC(C)(C)C)=O)CC ((S)-tert-butyl 1-(6-cyano-9-((2-(trimethylsilyl)ethoxy)methyl)-9H-dipyrido[2,3-b;4′,3′-d]pyrrol-4-yl)pyrrolidin-3-yl(ethyl)carbamate), C(C)(=O)[O-].[Na+] (sodium acetate), BrBr (bromine). The solvent is C(C)(=O)O (acetic acid), C(C)(=O)OCC (ethyl acetate). Run at time 1 minute. Product: BrC1=C(C2=C(N(C3=C2C=C(N=C3)C#N)COCC[Si](C)(C)C)N=C1)N1C[C@H](CC1)N(C(OC(C)(C)C)=O)CC ((S)-tert-butyl 1-(3-bromo-6-cyano-9-((2-(trimethylsilyl)ethoxy)methyl)-9H-dipyrido[2,3-b;4′,3′-d]pyrrol-4-yl)pyrrolidin-3-yl(ethyl)carbamate). As a reaction SMILES: [C:1]([C:3]1[N:11]=[CH:10][C:9]2[N:8]([CH2:12][O:13][CH2:14][CH2:15][Si:16]([CH3:19])([CH3:18])[CH3:17])[C:7]3[N:20]=[CH:21][CH:22]=[C:23]([N:24]4[CH2:28][CH2:27][C@H:26]([N:29]([CH2:37][CH3:38])[C:30](=[O:36])[O:31][C:32]([CH3:35])([CH3:34])[CH3:33])[CH2:25]4)[C:6]=3[C:5]=2[CH:4]=1)#[N:2].C([O-])(=O)C.[Na+].[Br:44]Br>C(O)(=O)C.C(OCC)(=O)C>[Br:44][C:22]1[CH:21]=[N:20][C:7]2[N:8]([CH2:12][O:13][CH2:14][CH2:15][Si:16]([CH3:18])([CH3:19])[CH3:17])[C:9]3[CH:10]=[N:11][C:3]([C:1]#[N:2])=[CH:4][C:5]=3[C:6]=2[C:23]=1[N:24]1[CH2:28][CH2:27][C@H:26]([N:29]([CH2:37][CH3:38])[C:30](=[O:36])[O:31][C:32]([CH3:33])([CH3:34])[CH3:35])[CH2:25]1 |f:1.2|. Procedure: A mixture of (S)-tert-butyl 1-(6-cyano-9-((2-(trimethylsilyl)ethoxy)methyl)-9H-dipyrido[2,3-b;4′,3′-d]pyrrol-4-yl)pyrrolidin-3-yl(ethyl)carbamate (125 mg, 0.23 mmol), sodium acetate (38 mg, 0.46 mmol), and bromine (36 μL, 0.7 mmol) in acetic acid (1 mL) was stirred at ambient temperature for 1 minute. The reaction mixture was diluted with ethyl acetate (50 mL), and washed with water (20 mL). The organic layer was separated, dried over sodium sulfate, filtered, concentrated in vacuo, and purified... Starting materials: C1(CC1)C=1C(=CC(=NC1)C(=O)O)OCC(F)(F)F (5-Cyclopropyl-4-(2,2,2-trifluoro-ethoxy)-pyridine-2-carboxylic acid), C(C(=O)O)(=O)O.C1OCC12NCCC2 (2-Oxa-5-aza-spiro[3.4]octane oxalate). The product is C1(CC1)C=1C(=CC(=NC1)C(=O)N1C2(COC2)CCC1)OCC(F)(F)F ([5-Cyclopropyl-4-(2,2,2-trifluoro-ethoxy)-pyridin-2-yl]-(2-oxa-5-aza-spiro[3.4]oct-5-yl)-methanone). RXN SMILES: [CH:1]1([C:4]2[C:5]([O:13][CH2:14][C:15]([F:18])([F:17])[F:16])=[CH:6][C:7]([C:10]([OH:12])=O)=[N:8][CH:9]=2)[CH2:3][CH2:2]1.C(O)(=O)C(O)=O.[CH2:25]1[C:28]2([CH2:32][CH2:31][CH2:30][NH:29]2)[CH2:27][O:26]1>>[CH:1]1([C:4]2[C:5]([O:13][CH2:14][C:15]([F:18])([F:17])[F:16])=[CH:6][C:7]([C:10]([N:29]3[CH2:30][CH2:31][CH2:32][C:28]43[CH2:25][O:26][CH2:27]4)=[O:12])=[N:8][CH:9]=2)[CH2:2][CH2:3]1 |f:1.2|. Procedure details: The title compound was synthesized in analogy to Example 63b, using 5-Cyclopropyl-4-(2,2,2-trifluoro-ethoxy)-pyridine-2-carboxylic acid (Example 48c) and 2-Oxa-5-aza-spiro[3.4]octane oxalate (CAN 1380571-82-3) as starting materials and isolated (37.6 mg, 46%) as colorless oil; MS (ESI, m/z): 357.1 (M+H+). Reactants: BrC1=CC=C(C=C1)O (4-bromophenol), C([O-])([O-])=O.[K+].[K+] (potassium carbonate), C(CC)Br (propyl bromide). Reagents/catalysts: [I-].[K+] (potassium iodide). The solvent is CC(=O)C (acetone). The product is BrC1=CC=C(C=C1)OCCC (1-bromo-4-propoxybenzene). Isolated yield 87.4%. As a reaction SMILES: [Br:1][C:2]1[CH:7]=[CH:6][C:5]([OH:8])=[CH:4][CH:3]=1.C(=O)([O-])[O-].[K+].[K+].[CH2:15](Br)[CH2:16][CH3:17]>CC(C)=O.[I-].[K+]>[Br:1][C:2]1[CH:7]=[CH:6][C:5]([O:8][CH2:15][CH2:16][CH3:17])=[CH:4][CH:3]=1 |f:1.2.3,6.7|. Reported procedure: A mixture of 4-bromophenol (8.65 g), potassium iodide (83 mg), potassium carbonate (6.9 g) and propyl bromide (6.15 g) was heated under reflux in acetone (100 ml) for 48 hours. The reaction was cooled to ambient temperature, filtered and the acetone removed in vacuo to give an amber oil. This was purified by gradient elution with 20% ethyl acetate/isohexane through a silica gel Mega Bond Elut column to give 1-bromo-4-propoxybenzene (9.4 g) as a clear oil, mass spectrum (+ve CI): 214 (M+H)+. Starting materials: COC(=O)c1ccc(CBr)cc1, O=C([O-])[O-], Cc1ccc(C(=O)NC2CC2)cc1-c1ccc2c(=O)[nH]ccc2c1, [K+], [K+], CN(C)C=O. The product is COC(=O)c1ccc(Cn2ccc3cc(-c4cc(C(=O)NC5CC5)ccc4C)ccc3c2=O)cc1. Reaction SMILES: [Br:31][CH2:32][c:33]1[cH:34][cH:35][c:36]([C:37](=[O:38])[O:39][CH3:40])[cH:41][cH:42]1.[C:25](=[O:26])([O-:27])[O-:28].[CH:1]1([NH:4][C:5]([c:6]2[cH:7][c:8](-[c:13]3[cH:14][c:15]4[cH:16][cH:17][nH:18][c:19](=[O:23])[c:20]4[cH:21][cH:22]3)[c:9]([CH3:12])[cH:10][cH:11]2)=[O:24])[CH2:2][CH2:3]1.[K+:29].[K+:30].[O:43]=[CH:44][N:45]([CH3:46])[CH3:47]>>[CH:1]1([NH:4][C:5]([c:6]2[cH:7][c:8](-[c:13]3[cH:14][c:15]4[cH:16][cH:17][n:18]([CH2:32][c:33]5[cH:34][cH:35][c:36]([C:37](=[O:38])[O:39][CH3:40])[cH:41][cH:42]5)[c:19](=[O:23])[c:20]4[cH:21][cH:22]3)[c:9]([CH3:12])[cH:10][cH:11]2)=[O:24])[CH2:2][CH2:3]1. Starting materials: Cc1ccccc1, CS(=O)(=O)c1nc2nc(Cl)nc(N3CCOCC3)c2s1, Nc1ccccc1. Yields the product Clc1nc(N2CCOCC2)c2sc(Nc3ccccc3)nc2n1. RXN SMILES: [CH3:28][c:29]1[cH:30][cH:31][cH:32][cH:33][cH:34]1.[Cl:1][c:2]1[n:3][c:4]([N:15]2[CH2:16][CH2:17][O:18][CH2:19][CH2:20]2)[c:5]2[c:6]([n:7]1)[n:8][c:9]([S:11]([CH3:12])(=[O:13])=[O:14])[s:10]2.[NH2:21][c:22]1[cH:23][cH:24][cH:25][cH:26][cH:27]1>>[Cl:1][c:2]1[n:3][c:4]([N:15]2[CH2:16][CH2:17][O:18][CH2:19][CH2:20]2)[c:5]2[c:6]([n:7]1)[n:8][c:9]([NH:21][c:22]1[cH:23][cH:24][cH:25][cH:26][cH:27]1)[s:10]2. Reactants: NC1=C(C#N)C=CC=C1OC (2-amino-3-methoxybenzonitrile), [S] (sulfur), C(CN)N (ethylenediamine). Reaction conditions: temperature 60 celsius, time 5 hour. Product: N1C(=NCC1)C1=C(N)C(=CC=C1)OC (2-(4,5-dihydro-1H-imidazol-2-yl)-6-methoxyaniline). Isolated yield 50.0%. RXN SMILES: [NH2:1][C:2]1[C:9]([O:10][CH3:11])=[CH:8][CH:7]=[CH:6][C:3]=1[C:4]#[N:5].[S].[CH2:13](N)[CH2:14][NH2:15]>>[NH:5]1[CH2:13][CH2:14][N:15]=[C:4]1[C:3]1[CH:6]=[CH:7][CH:8]=[C:9]([O:10][CH3:11])[C:2]=1[NH2:1] |^3:11|. Procedure: 2-Amino-3-methoxybenzonitrile (Step 2, 26.6 g, 179 mmol) was suspended in ethylenediamine (250 mL) and degassed thoroughly. To this was added sulfur powder (8 g, 251 mmol) slowly, then the reaction was heated to 60° C. and stirred 5 h. The reaction was then cooled, concentrated under reduced pressure, then treated with water (300 mL). The resulting suspension was collected by vacuum filtration and washed with water. The solid was purified via silica gel chromatography (50-100% EtOAc/hexanes). Fr... The reactants are ice water, CSC1=C(C(OC(=C1)C1=CC=C2C=CC3=CC=CC4=CC=C1C2=C34)=O)C(=O)OC (methyl 4-(methylthio)-2-oxo-6-(pyren-1-yl)-2H-pyran-3-carboxylate), C1(=CC=CC=C1)N1N=C2CCCC(C2=C1)=O (2-phenyl-6,7-dihydro-2H-indazol-4(5H)-one), [OH-].[K+] (KOH), Cl (HCl). Run in CN(C)C=O (DMF). Conditions: temperature 25 celsius, time 8 hour. Product: CSC=1C=C(C2=C(C3=CN(N=C3CC2)C2=CC=CC=C2)C1C(=O)OC)C1=CC=C2C=CC3=CC=CC4=CC=C1C2=C34 (methyl 8-(methylthio)-2-phenyl-6-(pyren-1-yl)-4,5-dihydro-2H-benzo[e]indazole-9-carboxylate). Isolated yield 58.0%. RXN SMILES: [CH3:1][S:2][C:3]1[CH:8]=[C:7]([C:9]2[C:22]3[C:23]4=[C:24]5[C:19](=[CH:20][CH:21]=3)[CH:18]=[CH:17][CH:16]=[C:15]5[CH:14]=[CH:13][C:12]4=[CH:11][CH:10]=2)OC(=O)[C:4]=1[C:26]([O:28][CH3:29])=[O:27].[C:30]1([N:36]2[CH:44]=[C:43]3[C:38]([CH2:39][CH2:40][CH2:41][C:42]3=O)=[N:37]2)[CH:35]=[CH:34][CH:33]=[CH:32][CH:31]=1.[OH-].[K+].Cl>CN(C=O)C>[CH3:1][S:2][C:3]1[CH:8]=[C:7]([C:9]2[C:22]3[C:23]4=[C:24]5[C:19](=[CH:20][CH:21]=3)[CH:18]=[CH:17][CH:16]=[C:15]5[CH:14]=[CH:13][C:12]4=[CH:11][CH:10]=2)[C:41]2[CH2:40][CH2:39][C:38]3[C:43](=[CH:44][N:36]([C:30]4[CH:35]=[CH:34][CH:33]=[CH:32][CH:31]=4)[N:37]=3)[C:42]=2[C:4]=1[C:26]([O:28][CH3:29])=[O:27] |f:2.3|. Reported procedure: A mixture of methyl 4-(methylthio)-2-oxo-6-(pyren-1-yl)-2H-pyran-3-carboxylate (400 mg, 1 mmol), 2-phenyl-6,7-dihydro-2H-indazol-4(5H)-one (212 mg, 1 mmol) and powdered KOH (84 mg, 1.5 mmol) in dry DMF (5 mL) was stirred at 25° C. for 8 hr. At the end the reaction mixture was poured into ice water with vigorous stirring and finally neutralized with dilute HCl. The solid thus obtained was filtered and purified on a neutral alumina column using 15% chloroform in hexane as eluent to yield 58% of me... Reported procedure: To a solution of 5-(2-(4-fluorophenyl)-4-(pyridin-4-yl)-1-((2-(trimethylsilyl)ethoxy)methyl)-1H-imidazol-5-yl)-1H-pyrrolo[2,3-b]pyridine (18 mg, 0.04 mmol) in ACN (0.6 mL) was added NCS (5 mg, 0.04 mmol). After stirring for 18 h, the reaction mixture was partitioned between EtOAc (20 mL) and aqueous saturated NaHCO3 (10 mL). The layers were separated and the organic phase was washed with aqueous 0.1 M HCl solution (10 mL), brine (10 mL), and dried (Na2SO4). After concentrating in vacuo, the resu... Conditions: temperature 60 celsius, time 18 hour. Starting materials: FC1=CC=C(C=C1)C=1N(C(=C(N1)C1=CC=NC=C1)C=1C=C2C(=NC1)NC=C2)COCC[Si](C)(C)C (5-(2-(4-fluorophenyl)-4-(pyridin-4-yl)-1-((2-(trimethylsilyl)ethoxy)methyl)-1H-imidazol-5-yl)-1H-pyrrolo[2,3-b]pyridine), C1CC(=O)N(C1=O)Cl (NCS), Cl (HCl). Yields the product ClC1=CNC2=NC=C(C=C21)C2=C(N=C(N2)C2=CC=C(C=C2)F)C2=CC=NC=C2 (3-chloro-5-(2-(4-fluorophenyl)-4-(pyridine-4-yl)-1H-imidazol-5-yl)-1H-pyrrolo[2,3-b]pyridine). The yield is 44.9%. The solvent is C(C)#N (ACN). RXN SMILES: [F:1][C:2]1[CH:7]=[CH:6][C:5]([C:8]2[N:9](COCC[Si](C)(C)C)[C:10]([C:19]3[CH:20]=[C:21]4[CH:27]=[CH:26][NH:25][C:22]4=[N:23][CH:24]=3)=[C:11]([C:13]3[CH:18]=[CH:17][N:16]=[CH:15][CH:14]=3)[N:12]=2)=[CH:4][CH:3]=1.C1C(=O)N([Cl:43])C(=O)C1.Cl>C(#N)C>[Cl:43][C:27]1[C:21]2[C:22](=[N:23][CH:24]=[C:19]([C:10]3[NH:9][C:8]([C:5]4[CH:6]=[CH:7][C:2]([F:1])=[CH:3][CH:4]=4)=[N:12][C:11]=3[C:13]3[CH:18]=[CH:17][N:16]=[CH:15][CH:14]=3)[CH:20]=2)[NH:25][CH:26]=1.